describe an organic reaction: reactants, conditions, products, and yield From a dataset of the Open Reaction Database (ORD), a public repository of structured organic reaction records. Reactants: COC(C1=C(C=CC=C1C)Br)=O (2-Bromo-6-methyl-benzoic acid methyl ester), BrN1C(CCC1=O)=O (N-bromosuccinimide), C(C1=CC=CC=C1)(=O)OOC(C1=CC=CC=C1)=O (benzoyl peroxide). Solvent: C(Cl)(Cl)(Cl)Cl (carbontetrachloride). Run at temperature 80 celsius. The product is COC(C1=C(C=CC=C1CBr)Br)=O (2-Bromo-6-bromomethyl-benzoic acid methyl ester). As a reaction SMILES: [CH3:1][O:2][C:3](=[O:12])[C:4]1[C:9]([CH3:10])=[CH:8][CH:7]=[CH:6][C:5]=1[Br:11].[Br:13]N1C(=O)CCC1=O.C(OOC(=O)C1C=CC=CC=1)(=O)C1C=CC=CC=1>C(Cl)(Cl)(Cl)Cl>[CH3:1][O:2][C:3](=[O:12])[C:4]1[C:9]([CH2:10][Br:13])=[CH:8][CH:7]=[CH:6][C:5]=1[Br:11]. Reported procedure: 2-Bromo-6-methyl-benzoic acid methyl ester (21.8 mmol), and N-bromosuccinimide (21.8 mmol), benzoyl peroxide (1.1 mmol) were combined in 50 mL carbontetrachloride and heated to 80° C. overnight. The resulting precipitate was filtered off, and filtrate concentrated to an oil. The reactants are FC(C(=O)NC=1N=C2N(C=C(C=C2)C(C2=CC=CC=C2)=O)C1C1=C(C=CC=C1)C(F)(F)F)(F)F (2-trifluoroacetamido-3-(2-trifluoromethylphenyl)-6-benzoyl-imidazo[1,2-a]pyridine). Solvent: CC(OCC)=O (EA). Product: NC=1N=C2N(C=C(C=C2)C(C2=CC=CC=C2)=O)C1C1=C(C=CC=C1)C(F)(F)F (2-Amino-3-(2-trifluoromethylphenyl)-6-benzoyl-imidazo[1,2-a]pyridine). Reaction SMILES: FC(F)(F)C([NH:5][C:6]1[N:7]=[C:8]2[CH:13]=[CH:12][C:11]([C:14](=[O:21])[C:15]3[CH:20]=[CH:19][CH:18]=[CH:17][CH:16]=3)=[CH:10][N:9]2[C:22]=1[C:23]1[CH:28]=[CH:27][CH:26]=[CH:25][C:24]=1[C:29]([F:32])([F:31])[F:30])=O>CC(=O)OCC>[NH2:5][C:6]1[N:7]=[C:8]2[CH:13]=[CH:12][C:11]([C:14](=[O:21])[C:15]3[CH:16]=[CH:17][CH:18]=[CH:19][CH:20]=3)=[CH:10][N:9]2[C:22]=1[C:23]1[CH:28]=[CH:27][CH:26]=[CH:25][C:24]=1[C:29]([F:32])([F:30])[F:31]. Reported procedure: The 2-trifluoroacetamido-3-(2-trifluoromethylphenyl)-6-benzoyl-imidazo[1,2-a]pyridine (6.22 g, 13.0 mmol) was converted to product in a manner substantially analogous to Example 67 to yield 4.25 g. (85.5%). EA, MS(FD). The reactants are CCC1(CC)OC(=O)Nc2ccc(-c3ccc(C#N)n3C)cc21, COc1ccc(P2(=S)SP(=S)(c3ccc(OC)cc3)S2)cc1, Cc1ccccc1, [Na+], [Na+], O=C([O-])[O-]. Yields the product CCC1(CC)OC(=S)Nc2ccc(-c3ccc(C#N)n3C)cc21. RXN SMILES: [CH2:1]([CH3:2])[C:3]1([CH2:22][CH3:23])[O:4][C:5](=[O:21])[NH:6][c:7]2[c:8]1[cH:9][c:10](-[c:13]1[cH:14][cH:15][c:16]([C:19]#[N:20])[n:17]1[CH3:18])[cH:11][cH:12]2.[CH3:24][O:25][c:26]1[cH:27][cH:28][c:29]([P:30]2(=[S:33])[S:31][P:32]([c:34]3[cH:35][cH:36][c:37]([O:38][CH3:39])[cH:40][cH:41]3)(=[S:42])[S:43]2)[cH:44][cH:45]1.[CH3:52][c:53]1[cH:54][cH:55][cH:56][cH:57][cH:58]1.[Na+:46].[Na+:47].[O-:48][C:49](=[O:50])[O-:51]>>[CH2:1]([CH3:2])[C:3]1([CH2:22][CH3:23])[O:4][C:5](=[S:33])[NH:6][c:7]2[c:8]1[cH:9][c:10](-[c:13]1[cH:14][cH:15][c:16]([C:19]#[N:20])[n:17]1[CH3:18])[cH:11][cH:12]2.